This data is from the Open Reaction Database (ORD), a public repository of structured organic reaction records. The task is: describe an organic reaction: reactants, conditions, products, and yield Starting materials: BrC=1C(=CC2=C(C=3N(CCO2)C=C(N3)C(=O)N)C1)F (10-bromo-9-fluoro-5,6-dihydrobenzo[f]imidazo[1,2-d][1,4]oxazepine-2-carboxamide), CC(CO)(C#C)O (2-methylbut-3-yne-1,2-diol). Product: OC(C#CC=1C(=CC2=C(C=3N(CCO2)C=C(N3)C(=O)N)C1)F)(CO)C ((±)-10-(3,4-dihydroxy-3-methylbut-1-yn-1-yl)-9-fluoro-5,6-dihydrobenzo[f]imidazo[1,2-d][1,4]oxazepine-2-carboxamide). The yield is 15.0%. As a reaction SMILES: Br[C:2]1[C:3]([F:19])=[CH:4][C:5]2[O:11][CH2:10][CH2:9][N:8]3[CH:12]=[C:13]([C:15]([NH2:17])=[O:16])[N:14]=[C:7]3[C:6]=2[CH:18]=1.[CH3:20][C:21]([OH:26])([C:24]#[CH:25])[CH2:22][OH:23]>>[OH:26][C:21]([CH3:20])([CH2:22][OH:23])[C:24]#[C:25][C:2]1[C:3]([F:19])=[CH:4][C:5]2[O:11][CH2:10][CH2:9][N:8]3[CH:12]=[C:13]([C:15]([NH2:17])=[O:16])[N:14]=[C:7]3[C:6]=2[CH:18]=1. Reported procedure: Similar to as described in General Procedure G, 10-bromo-9-fluoro-5,6-dihydrobenzo[f]imidazo[1,2-d][1,4]oxazepine-2-carboxamide was reacted with 2-methylbut-3-yne-1,2-diol to give the titled compound as an off-white solid (30.8 mg, 15%). Starting materials: COC=1C=C(C(=O)Cl)C=C(C1)OC (3,5-dimethoxy-benzoyl chloride), NC1=CC=C(C=C1)C(CCC(=O)OC)=O (4-(4-amino-phenyl)-4-oxo-butyric acid, methyl ester). The product is COC=1C=C(C(=O)NC2=CC=C(C=C2)C(CCC(=O)O)=O)C=C(C1)OC (4-[4-(3,5-dimethoxy-benzoylamino)-phenyl]-4-oxo-butyric acid). The yield is 3.4%. As a reaction SMILES: [CH3:1][O:2][C:3]1[CH:4]=[C:5]([CH:9]=[C:10]([O:12][CH3:13])[CH:11]=1)[C:6](Cl)=[O:7].[NH2:14][C:15]1[CH:20]=[CH:19][C:18]([C:21](=[O:28])[CH2:22][CH2:23][C:24]([O:26]C)=[O:25])=[CH:17][CH:16]=1>>[CH3:1][O:2][C:3]1[CH:4]=[C:5]([CH:9]=[C:10]([O:12][CH3:13])[CH:11]=1)[C:6]([NH:14][C:15]1[CH:16]=[CH:17][C:18]([C:21](=[O:28])[CH2:22][CH2:23][C:24]([OH:26])=[O:25])=[CH:19][CH:20]=1)=[O:7]. Procedure details: In a manner similar to that described in Example 3, 3,5-dimethoxy-benzoyl chloride (0.068 g, 0.00034 mol) was allowed to react with 4-(4-amino-phenyl)-4-oxo-butyric acid, methyl ester (0.052 g, 0.00025 mol), and the resulting intermediate was hydrolyzed to give 0.003 g of 4-[4-(3,5-dimethoxy-benzoylamino)-phenyl]-4-oxo-butyric acid as an off-white solid; MS-(AP+) MH+358. Reactants: C(C)C1C(CC(C(C(OC(C2CCCCN2C(C(C2(C(CC(C(C(CC(CC(=C1)C)C)OC)O2)OC)C)O)=O)=O)=O)C(=CC2CC(C(CC2)O)OC)C)C)O)=O (17-ethyl-1,14-dihydroxy-12-[2'-(4"-hydroxy-3"-methoxycyclohexyl)-1'-methylvinyl]-23,25-dimethoxy-13,19,21,27-tetramethyl-11,28-dioxa-4-azatricyclo[22.3.1.04,9 ]octacos-18-ene-2,3,10,16-tetraone), C(C)(=O)O.C(C)(=O)O.C1(=CC=CC=C1)[Bi](C1=CC=CC=C1)C1=CC=CC=C1 (triphenyl bismuth diacetate), C(C)(=O)O (acetic acid), C(O)(O)=O.C1(=CC=CC=C1)[Bi](C1=CC=CC=C1)C1=CC=CC=C1 (triphenyl bismuth carbonate). Reagents/catalysts: CC(=O)[O-].CC(=O)[O-].[Cu+2] (Cu(OAc)2). Run in C(Cl)Cl (CH2Cl2), C(=O)(O)[O-].[Na+] (NaHCO3), C(Cl)Cl (CH2Cl2). Conditions: time 5 day. Yields the product C(C)C1C(CC(C(C(OC(C2CCCCN2C(C(C2(C(CC(C(C(CC(CC(=C1)C)C)OC)O2)OC)C)O)=O)=O)=O)C(=CC2CC(C(CC2)OC2=CC=CC=C2)OC)C)C)O)=O (17-ethyl-1,14-dihydroxy 12-[2'-(4"-phenyloxy-3"-methoxycyclohexyl)-1'-methylvinyl]-23,25-dimethoxy-13,19,21,27-tetramethyl-11,28-dioxa-4-azatricyclo[22.3.1.04,9 ]octacos-18-ene-2,3,10,16-tetraone). As a reaction SMILES: [CH2:1]([CH:3]1[CH:29]=[C:28]([CH3:30])[CH2:27][CH:26]([CH3:31])[CH2:25][CH:24]([O:32][CH3:33])[CH:23]2[O:34][C:19]([OH:38])([CH:20]([CH3:37])[CH2:21][CH:22]2[O:35][CH3:36])[C:18](=[O:39])[C:17](=[O:40])[N:16]2[CH:11]([CH2:12][CH2:13][CH2:14][CH2:15]2)[C:10](=[O:41])[O:9][CH:8]([C:42]([CH3:53])=[CH:43][CH:44]2[CH2:49][CH2:48][CH:47]([OH:50])[CH:46]([O:51][CH3:52])[CH2:45]2)[CH:7]([CH3:54])[CH:6]([OH:55])[CH2:5][C:4]1=[O:56])[CH3:2].C(O)(=O)C.C(O)(=O)C.[C:65]1([Bi](C2C=CC=CC=2)C2C=CC=CC=2)[CH:70]=[CH:69][CH:68]=[CH:67][CH:66]=1.C(O)(=O)C.C(=O)(O)O.C1([Bi](C2C=CC=CC=2)C2C=CC=CC=2)C=CC=CC=1>C(Cl)Cl.C([O-])(O)=O.[Na+].CC([O-])=O.CC([O-])=O.[Cu+2]>[CH2:1]([CH:3]1[CH:29]=[C:28]([CH3:30])[CH2:27][CH:26]([CH3:31])[CH2:25][CH:24]([O:32][CH3:33])[CH:23]2[O:34][C:19]([OH:38])([CH:20]([CH3:37])[CH2:21][CH:22]2[O:35][CH3:36])[C:18](=[O:39])[C:17](=[O:40])[N:16]2[CH:11]([CH2:12][CH2:13][CH2:14][CH2:15]2)[C:10](=[O:41])[O:9][CH:8]([C:42]([CH3:53])=[CH:43][CH:44]2[CH2:49][CH2:48][CH:47]([O:50][C:65]3[CH:70]=[CH:69][CH:68]=[CH:67][CH:66]=3)[CH:46]([O:51][CH3:52])[CH2:45]2)[CH:7]([CH3:54])[CH:6]([OH:55])[CH2:5][C:4]1=[O:56])[CH3:2] |f:1.2.3,5.6,8.9,10.11.12|. Procedure details: To a stirred solution of 17-ethyl-1,14-dihydroxy-12-[2'-(4"-hydroxy-3"-methoxycyclohexyl)-1'-methylvinyl]-23,25-dimethoxy-13,19,21,27-tetramethyl-11,28-dioxa-4-azatricyclo[22.3.1.04,9 ]octacos-18-ene-2,3,10,16-tetraone (100 mg, 0.126 mmol, 1 eq) and Cu(OAc)2 (2.8 mg, 0.014 mmol, 0.11 eq) in CH2Cl2 (1 ml) in a 16 mL screw-cap vial equipped with a magnetic stir-bar was added triphenyl bismuth diacetate [prepared immediately prior to use by addition of acetic acid (0.030 mL, 0.504 mmol, 4 eq) to a ... Starting materials: CC(=CCO)c1ccc(-c2cc(Br)cc(Br)c2)cc1, CCOC(=O)C(Cc1ccc(O)cc1)OCC. Product: CCOC(=O)C(Cc1ccc(OCC=C(C)c2ccc(-c3cc(Br)cc(Br)c3)cc2)cc1)OCC. As a reaction SMILES: [Br:1][c:2]1[cH:3][c:4](-[c:9]2[cH:10][cH:11][c:12]([C:15](=[CH:16][CH2:17][OH:18])[CH3:19])[cH:13][cH:14]2)[cH:5][c:6]([Br:8])[cH:7]1.[CH2:20]([CH3:21])[O:22][CH:23]([C:24](=[O:25])[O:26][CH2:27][CH3:28])[CH2:29][c:30]1[cH:31][cH:32][c:33]([OH:36])[cH:34][cH:35]1>>[Br:1][c:2]1[cH:3][c:4](-[c:9]2[cH:10][cH:11][c:12]([C:15](=[CH:16][CH2:17][O:18][c:33]3[cH:32][cH:31][c:30]([CH2:29][CH:23]([O:22][CH2:20][CH3:21])[C:24](=[O:25])[O:26][CH2:27][CH3:28])[cH:35][cH:34]3)[CH3:19])[cH:13][cH:14]2)[cH:5][c:6]([Br:8])[cH:7]1. Starting materials: [Br-], [Br-], [Br-], CCCC[N+](CCCC)(CCCC)CCCC, CCCC[N+](CCCC)(CCCC)CCCC, CCCC[N+](CCCC)(CCCC)CCCC, COC(=O)C(Cc1ccc(-c2c(OC)cccc2OC)cc1)NC(=O)c1c(Cl)cccc1Cl, ClCCl. The product is COC(=O)C(Cc1ccc(-c2c(OC)ccc(Br)c2OC)cc1)NC(=O)c1c(Cl)cccc1Cl. Reaction SMILES: [Br-:34].[Br-:35].[Br-:36].[CH2:37]([N+:38]([CH2:39][CH2:40][CH2:41][CH3:42])([CH2:43][CH2:44][CH2:45][CH3:46])[CH2:47][CH2:48][CH2:49][CH3:50])[CH2:51][CH2:52][CH3:53].[CH2:54]([N+:55]([CH2:56][CH2:57][CH2:58][CH3:59])([CH2:60][CH2:61][CH2:62][CH3:63])[CH2:64][CH2:65][CH2:66][CH3:67])[CH2:68][CH2:69][CH3:70].[CH2:71]([N+:72]([CH2:73][CH2:74][CH2:75][CH3:76])([CH2:77][CH2:78][CH2:79][CH3:80])[CH2:81][CH2:82][CH2:83][CH3:84])[CH2:85][CH2:86][CH3:87].[CH3:1][O:2][C:3]([CH:4]([NH:5][C:6]([c:7]1[c:8]([Cl:14])[cH:9][cH:10][cH:11][c:12]1[Cl:13])=[O:15])[CH2:16][c:17]1[cH:18][cH:19][c:20](-[c:23]2[c:24]([O:31][CH3:32])[cH:25][cH:26][cH:27][c:28]2[O:29][CH3:30])[cH:21][cH:22]1)=[O:33].[Cl:88][CH2:89][Cl:90]>>[CH3:1][O:2][C:3]([CH:4]([NH:5][C:6]([c:7]1[c:8]([Cl:14])[cH:9][cH:10][cH:11][c:12]1[Cl:13])=[O:15])[CH2:16][c:17]1[cH:18][cH:19][c:20](-[c:23]2[c:24]([O:31][CH3:32])[cH:25][cH:26][c:27]([Br:34])[c:28]2[O:29][CH3:30])[cH:21][cH:22]1)=[O:33]. Starting materials: ON (HONH2), N1=C(C=CC=C1)C(=CCCCCC(=O)O)C1=NC=CC=C1 (7,7-Di-pyridin-2-yl-hept-6-enoic acid), oil, CCOC(=O)C (EtOAc). Solvent: CN(C)C=O (DMF), C1CCOC1 (THF), [Cl-].[Na+].O (brine). Conditions: time 17 hour. Yields the product ONC(CCCCC=C(C1=NC=CC=C1)C1=NC=CC=C1)=O (7,7-Di-pyridin-2-yl-hept-6-enoic acid hydroxyamide). RXN SMILES: [OH:1][NH2:2].[N:3]1[CH:8]=[CH:7][CH:6]=[CH:5][C:4]=1[C:9]([C:18]1[CH:23]=[CH:22][CH:21]=[CH:20][N:19]=1)=[CH:10][CH2:11][CH2:12][CH2:13][CH2:14][C:15](O)=[O:16].CCOC(C)=O>CN(C=O)C.C1COCC1.[Cl-].[Na+].O>[OH:1][NH:2][C:15](=[O:16])[CH2:14][CH2:13][CH2:12][CH2:11][CH:10]=[C:9]([C:18]1[CH:23]=[CH:22][CH:21]=[CH:20][N:19]=1)[C:4]1[CH:5]=[CH:6][CH:7]=[CH:8][N:3]=1 |f:5.6.7|. Procedure: HONH2 (50% aqueous, 0.3 mL) was added to IV (32 mg, 0.1 mmol) in DMF (0.3 mL) and THF (0.3 mL) at 0° C. The reaction mixture was stirred at it for 17 h, after which brine (3 mL) and EtOAc (3 mL) were added. The phases were separated, and the aqueous phase was extracted with EtOAc (2×3 mL). The organic phases were then combined, dried over MgSO4, filtered, and subsequently evaporated under reduced pressure. The resulting residue was purified by silica gel column chromatography using CH2Cl2/MeOH (... Reactants: CS(C)=O, CC1(C)CCC(C)(C)c2cc(NC(=O)C(F)(F)F)ccc21, CCCCCI, [K+], [OH-], O. Yields the product CCCCCN(C(=O)C(F)(F)F)c1ccc2c(c1)C(C)(C)CCC2(C)C. Reaction SMILES: [CH3:30][S:31]([CH3:32])=[O:33].[F:1][C:2]([C:3](=[O:4])[NH:5][c:6]1[cH:7][c:8]2[c:13]([cH:14][cH:15]1)[C:12]([CH3:16])([CH3:17])[CH2:11][CH2:10][C:9]2([CH3:18])[CH3:19])([F:20])[F:21].[I:24][CH2:25][CH2:26][CH2:27][CH2:28][CH3:29].[K+:23].[OH-:22].[OH2:34]>>[F:1][C:2]([C:3](=[O:4])[N:5]([c:6]1[cH:7][c:8]2[c:13]([cH:14][cH:15]1)[C:12]([CH3:16])([CH3:17])[CH2:11][CH2:10][C:9]2([CH3:18])[CH3:19])[CH2:25][CH2:26][CH2:27][CH2:28][CH3:29])([F:20])[F:21].